From a dataset of the Open Reaction Database (ORD), a public repository of structured organic reaction records. describe an organic reaction: reactants, conditions, products, and yield Reactants: BrC=1C=C(C=O)C=CC1 (3-bromobenzaldehyde), P(OCC)(OCC)=O (diethyl phosphonate). The reagents and catalysts are C(C)N(CC)CC (triethylamine). Run at temperature 40 celsius, time 72 hour. Yields the product C(C)OP(OCC)C(O)C1=CC(=CC=C1)Br (diethyl[(3-bromophenyl)(hydroxy)methyl]phosphonite). Isolated yield 98.3%. RXN SMILES: [Br:1][C:2]1[CH:3]=[C:4]([CH:7]=[CH:8][CH:9]=1)[CH:5]=[O:6].[PH:10](=O)([O:14][CH2:15][CH3:16])[O:11][CH2:12][CH3:13]>C(N(CC)CC)C>[CH2:12]([O:11][P:10]([CH:5]([C:4]1[CH:7]=[CH:8][CH:9]=[C:2]([Br:1])[CH:3]=1)[OH:6])[O:14][CH2:15][CH3:16])[CH3:13]. Procedure details: Into a mixture of 3-bromobenzaldehyde (20 g, 108.1 mmol) and diethyl phosphonate (14.2 g, 108.1 mmol) was added triethylamine (0.44 g, 4.32 mmol) and the mixture was stirred at 40° C. for 72 hours. Purification by ISCO (hexane/EtOAc 1/1) gave diethyl[(3-bromophenyl)(hydroxy)methyl]phosphonite (32.62 g); MS m/e (M)+ 322. Yield: 74.5%. The product is N1(CCCCC1)CC=1C=C(C=CC1)O (3-(1-piperidinylmethyl)phenol). The reactants are N1CCCCC1 (Piperidine), [BH4-].[Na+] (sodium borohydride), OC=1C=C(C=O)C=CC1 (3-hydroxybenzaldehyde). Run at time 8 hour. Reported procedure: Piperidine (26 g) and 4.7 g of sodium borohydride were added to a solution of 15 g of 3-hydroxybenzaldehyde in 100 ml of ethanol, and the mixture was stirred until a complete solution formed. The solution was allowed to stand overnight at room temperature. Under reduced pressure, the solvent was distilled off, and 200 ml of ice water was added to the residue. The mixture was acidified with hydrochloric acid, and allowed to stand for 1 hour. The raw material was extracted away using ethyl acetate... RXN SMILES: [NH:1]1[CH2:6][CH2:5][CH2:4][CH2:3][CH2:2]1.[BH4-].[Na+].[OH:9][C:10]1[CH:11]=[C:12]([CH:15]=[CH:16][CH:17]=1)[CH:13]=O>C(O)C>[N:1]1([CH2:13][C:12]2[CH:11]=[C:10]([OH:9])[CH:17]=[CH:16][CH:15]=2)[CH2:6][CH2:5][CH2:4][CH2:3][CH2:2]1 |f:1.2|. Run in C(C)O (ethanol). The reactants are N1(C=NC=C1)CCCN (3-(1H-imidazol-1-yl)propylamine), O([K])C#N (KOCN), C(C1=CC=CC=C1)=O (benzaldehyde), C(C1=CC=CC=C1)[N+]#[C-] (benzylisonitrile). The product is N1(C=NC=C1)CCCN1C(NC(C1C1=CC=CC=C1)=O)=O (1-(3-(1H-imidazol-1-yl)propyl)-5-phenylimidazolidine-2,4-dione). Reaction SMILES: [N:1]1([CH2:6][CH2:7][CH2:8][NH2:9])[CH:5]=[CH:4][N:3]=[CH:2]1.[CH:10](=[O:17])C1C=CC=CC=1.[CH2:18]([N+]#[C-])[C:19]1[CH:24]=[CH:23][CH:22]=[CH:21][CH:20]=1.[O:27]([C:29]#[N:30])[K]>>[N:1]1([CH2:6][CH2:7][CH2:8][N:9]2[CH:18]([C:19]3[CH:20]=[CH:21][CH:22]=[CH:23][CH:24]=3)[C:29](=[O:27])[NH:30][C:10]2=[O:17])[CH:5]=[CH:4][N:3]=[CH:2]1. Reported procedure: The compound was synthesized starting from 3-(1H-imidazol-1-yl)propylamine 1.0 g (7.98 mmol), benzaldehyde 0.807 ml (7.98 mmol), benzylisonitrile 0.972 ml (7.98 mmol), pyidiniumchloride 0.920 and KOCN 0.648 g (7.98 mmol) as described in method 1. The reactants are Br, COc1cc(-c2ncc(C(F)(F)F)cc2Cl)ccc1Cl, O. Product: Oc1cc(-c2ncc(C(F)(F)F)cc2Cl)ccc1Cl. RXN SMILES: [BrH:21].[Cl:1][c:2]1[c:3](-[c:12]2[cH:13][c:14]([O:19][CH3:20])[c:15]([Cl:18])[cH:16][cH:17]2)[n:4][cH:5][c:6]([C:8]([F:9])([F:10])[F:11])[cH:7]1.[OH2:22]>>[Cl:1][c:2]1[c:3](-[c:12]2[cH:13][c:14]([OH:19])[c:15]([Cl:18])[cH:16][cH:17]2)[n:4][cH:5][c:6]([C:8]([F:9])([F:10])[F:11])[cH:7]1. RXN SMILES: [Br:12][CH2:13][CH2:14][CH2:15][C:16](=[O:17])[O:18][CH2:19][CH3:20].[CH3:21][CH2:22][OH:23].[Na:11].[SH:1][c:2]1[nH:3][c:4]2[c:5]([n:6]1)[cH:7][cH:8][cH:9][cH:10]2>>[S:1]([c:2]1[n:3][c:4]2[c:5]([nH:6]1)[cH:7][cH:8][cH:9][cH:10]2)[CH2:13][CH2:14][CH2:15][C:16](=[O:17])[O:18][CH2:19][CH3:20]. Product: CCOC(=O)CCCSc1nc2ccccc2[nH]1. Starting materials: CCOC(=O)CCCBr, CCO, [Na], Sc1nc2ccccc2[nH]1. Reactants: CCOC(=O)c1ccc(C(C)n2nc(-c3cc(Cl)cc(Cl)c3)cc2-c2ccc3cc(OC)ccc3c2)cc1, [Na+], [OH-]. The product is COc1ccc2cc(-c3cc(-c4cc(Cl)cc(Cl)c4)nn3C(C)c3ccc(C(=O)O)cc3)ccc2c1. RXN SMILES: [Cl:1][c:2]1[cH:3][c:4](-[c:9]2[n:10][n:11]([CH:26]([CH3:27])[c:28]3[cH:29][cH:30][c:31]([C:32](=[O:33])[O:34][CH2:35][CH3:36])[cH:37][cH:38]3)[c:12](-[c:14]3[cH:15][c:16]4[cH:17][cH:18][c:19]([O:24][CH3:25])[cH:20][c:21]4[cH:22][cH:23]3)[cH:13]2)[cH:5][c:6]([Cl:8])[cH:7]1.[Na+:40].[OH-:39]>>[Cl:1][c:2]1[cH:3][c:4](-[c:9]2[n:10][n:11]([CH:26]([CH3:27])[c:28]3[cH:29][cH:30][c:31]([C:32](=[O:33])[OH:34])[cH:37][cH:38]3)[c:12](-[c:14]3[cH:15][c:16]4[cH:17][cH:18][c:19]([O:24][CH3:25])[cH:20][c:21]4[cH:22][cH:23]3)[cH:13]2)[cH:5][c:6]([Cl:8])[cH:7]1. Reactants: O (water), ClC=1C=C(N)C=CC1I (3-Chloro-4-iodoaniline), ClC1=C(C=CC(=C1)C(F)(F)F)B(O)O ((2-chloro-4-(trifluoromethyl)phenyl)boronic acid), C(=O)([O-])[O-].[K+].[K+] (K2CO3). The reagents and catalysts are C1=CC=C(C=C1)P([C-]2C=CC=C2)C3=CC=CC=C3.C1=CC=C(C=C1)P([C-]2C=CC=C2)C3=CC=CC=C3.Cl[Pd]Cl.[Fe+2] (Pd(dppf)Cl2). Run in O1CCOCC1 (1,4-dioxane), CCOC(=O)C (EtOAc). Yields the product ClC1=C(C=CC(=C1)N)C1=C(C=C(C=C1)C(F)(F)F)Cl (2,2′-dichloro-4′-(trifluoromethyl)-[1,1′-biphenyl]-4-amine). RXN SMILES: [Cl:1][C:2]1[CH:3]=[C:4]([CH:6]=[CH:7][C:8]=1I)[NH2:5].[Cl:10][C:11]1[CH:16]=[C:15]([C:17]([F:20])([F:19])[F:18])[CH:14]=[CH:13][C:12]=1B(O)O.C([O-])([O-])=O.[K+].[K+].O>O1CCOCC1.CCOC(C)=O.C1C=CC(P(C2C=CC=CC=2)[C-]2C=CC=C2)=CC=1.C1C=CC(P(C2C=CC=CC=2)[C-]2C=CC=C2)=CC=1.Cl[Pd]Cl.[Fe+2]>[Cl:1][C:2]1[CH:3]=[C:4]([NH2:5])[CH:6]=[CH:7][C:8]=1[C:12]1[CH:13]=[CH:14][C:15]([C:17]([F:20])([F:19])[F:18])=[CH:16][C:11]=1[Cl:10] |f:2.3.4,8.9.10.11|. Reported procedure: 3-Chloro-4-iodoaniline (3.0 g, 11.8 mmol), (2-chloro-4-(trifluoromethyl)phenyl)boronic acid (3.2 g, 14.2 mmol), Pd(dppf)Cl2 (969 mg, 1.2 mmol), and K2CO3 (3.3 g, 23.7 mmol) were dissolved in 1,4-dioxane (40 mL) and water (10 mL) and the resulting mixture was heated to 80° C. After 16 h the resulting mixture was cooled to room temperature, diluted with EtOAc, washed with water and brine, dried (Na2SO4), and dry packed onto silica gel. Column chromatography yielded the title compound. Starting materials: C1CCOC1, CC1(C)Cc2c(c(C(=O)O)cc3nc(Nc4ccccc4Cl)[nH]c23)O1, Nc1ccc(Cl)cc1, F[B-](F)(F)F, CN(C)C=O, CN(C)C(On1nnc2ccccc21)=[N+](C)C. The product is CC1(C)Cc2c(c(C(=O)Nc3ccc(Cl)cc3)cc3nc(Nc4ccccc4Cl)[nH]c23)O1. RXN SMILES: [CH2:61]1[O:62][CH2:63][CH2:64][CH2:65]1.[Cl:1][c:2]1[c:3]([NH:8][c:9]2[nH:10][c:11]3[c:12]([n:13]2)[cH:14][c:15]([C:23](=[O:24])[OH:25])[c:16]2[c:17]3[CH2:18][C:19]([CH3:21])([CH3:22])[O:20]2)[cH:4][cH:5][cH:6][cH:7]1.[Cl:53][c:54]1[cH:55][cH:56][c:57]([NH2:58])[cH:59][cH:60]1.[F:26][B-:27]([F:28])([F:29])[F:30].[O:48]=[CH:49][N:50]([CH3:51])[CH3:52].[n:31]1([O:32][C:33]([N:34]([CH3:35])[CH3:36])=[N+:37]([CH3:38])[CH3:39])[c:40]2[cH:41][cH:42][cH:43][cH:44][c:45]2[n:46][n:47]1>>[Cl:1][c:2]1[c:3]([NH:8][c:9]2[nH:10][c:11]3[c:12]([n:13]2)[cH:14][c:15]([C:23](=[O:24])[NH:58][c:57]2[cH:56][cH:55][c:54]([Cl:53])[cH:60][cH:59]2)[c:16]2[c:17]3[CH2:18][C:19]([CH3:21])([CH3:22])[O:20]2)[cH:4][cH:5][cH:6][cH:7]1.